The task is: describe an organic reaction: reactants, conditions, products, and yield. This data is from the Open Reaction Database (ORD), a public repository of structured organic reaction records. The reactants are C1(=CC=C(C=C1)S(=O)(=O)[O-])C.[NH+]1=CC=CC=C1 (pyridinium p-toluenesulfonate), C(C)(=O)OC\1C(CCC(CC(=O)OC(C(/C=C1)C)\C(=C\C=C\C(CC1C(C(C(CC)OC(C2=CC=CC=C2)=O)C)O1)C)\C)O[Si](CC)(CC)CC)(C)O ((8E,12E,14E)-7-acetoxy-21-benzoyloxy-6-hydroxy-6,10,12,16,20-pentamethyl-3-triethylsiloxy-18,19-epoxytricosa-8,12,14-trien-11-olide), C(C)(=O)OCC (ethyl acetate). The reagents and catalysts are C(=C)OCC (Ethyl vinyl ether), C(=C)OCC (Ethyl vinyl ether), C1(=CC=C(C=C1)S(=O)(=O)[O-])C.[NH+]1=CC=CC=C1 (pyridinium p-toluenesulfonate). Run in C(Cl)Cl (methylene chloride). Run at time 14.5 hour. Product: C(C)(=O)OC\1C(CCC(CC(=O)OC(C(/C=C1)C)\C(=C\C=C\C(CC1C(C(C(CC)OC(C2=CC=CC=C2)=O)C)O1)C)\C)O[Si](CC)(CC)CC)(C)OC(C)OCC ((8E,12E,14E)-7-acetoxy-21-benzoyloxy-6-(1-ethoxyethoxy)-6,10,12,16,20-pentamethyl-3-triethylsiloxy-18,19-epoxytricosa-8,12,14-trien-11-olide). Isolated yield 85.1%. Reaction SMILES: [C:1]([O:4][CH:5]1[C:6]([OH:53])([CH3:52])[CH2:7][CH2:8][CH:9]([O:44][Si:45]([CH2:50][CH3:51])([CH2:48][CH3:49])[CH2:46][CH3:47])[CH2:10][C:11]([O:13][CH:14](/[C:19](/[CH3:43])=[CH:20]/[CH:21]=[CH:22]/[CH:23]([CH3:42])[CH2:24][CH:25]2[O:41][CH:26]2[CH:27]([CH3:40])[CH:28]([O:31][C:32](=[O:39])[C:33]2[CH:38]=[CH:37][CH:36]=[CH:35][CH:34]=2)[CH2:29][CH3:30])[CH:15]([CH3:18])[CH:16]=[CH:17]1)=[O:12])(=[O:3])[CH3:2].C1(C)C=CC(S([O-])(=O)=O)=CC=1.[NH+]1C=CC=CC=1.[C:71]([O:74][CH2:75][CH3:76])(=O)[CH3:72]>C(Cl)Cl.C(OCC)=C.C1(C)C=CC(S([O-])(=O)=O)=CC=1.[NH+]1C=CC=CC=1>[C:1]([O:4][CH:5]1[C:6]([O:53][CH:71]([O:74][CH2:75][CH3:76])[CH3:72])([CH3:52])[CH2:7][CH2:8][CH:9]([O:44][Si:45]([CH2:48][CH3:49])([CH2:46][CH3:47])[CH2:50][CH3:51])[CH2:10][C:11]([O:13][CH:14](/[C:19](/[CH3:43])=[CH:20]/[CH:21]=[CH:22]/[CH:23]([CH3:42])[CH2:24][CH:25]2[O:41][CH:26]2[CH:27]([CH3:40])[CH:28]([O:31][C:32](=[O:39])[C:33]2[CH:34]=[CH:35][CH:36]=[CH:37][CH:38]=2)[CH2:29][CH3:30])[CH:15]([CH3:18])[CH:16]=[CH:17]1)=[O:12])(=[O:3])[CH3:2] |f:1.2,6.7|. Procedure details: (8E,12E,14E)-7-acetoxy-21-benzoyloxy-6-hydroxy-6,10,12,16,20-pentamethyl-3-triethylsiloxy-18,19-epoxytricosa-8,12,14-trien-11-olide (95.6 mg, 127 μmol) was dissolved in methylene chloride (2 mL). Ethyl vinyl ether (200 μL, 2.09 μmol) and pyridinium p-toluenesulfonate (3.2 mg, 12.7 μmol) were added to the solution at room temperature, and the reaction solution was stirred at the same temperature for 14.5 hours. Ethyl vinyl ether (200 μl, 2.09 μmol) and pyridinium p-toluenesulfonate (2.5 mg, 9.9 μ... Reactants: C(#N)C=1C=CC(=C(C(=O)O)C1)OCC1=CC=CC=C1 (5-cyano-2-[(phenylmethyl)oxy]benzoic acid), N1=CC(=CC=C1)N (3-pyridinamine), C=1C=CC2=C(C1)N=NN2O (HOBT), C(CCl)Cl (EDC). Solvent: CN(C)C=O (DMF), O (Water). The product is C(#N)C=1C=CC(=C(C(=O)NC=2C=NC=CC2)C1)OCC1=CC=CC=C1 (5-Cyano-2-[(phenylmethyl)oxy]-N-3-pyridinylbenzamide). Reaction SMILES: [C:1]([C:3]1[CH:4]=[CH:5][C:6]([O:12][CH2:13][C:14]2[CH:19]=[CH:18][CH:17]=[CH:16][CH:15]=2)=[C:7]([CH:11]=1)[C:8]([OH:10])=O)#[N:2].[N:20]1[CH:25]=[CH:24][CH:23]=[C:22]([NH2:26])[CH:21]=1.C1C=CC2N(O)N=NC=2C=1.C(Cl)CCl>CN(C=O)C.O>[C:1]([C:3]1[CH:4]=[CH:5][C:6]([O:12][CH2:13][C:14]2[CH:19]=[CH:18][CH:17]=[CH:16][CH:15]=2)=[C:7]([CH:11]=1)[C:8]([NH:26][C:22]1[CH:21]=[N:20][CH:25]=[CH:24][CH:23]=1)=[O:10])#[N:2]. Procedure details: A solution of 5-cyano-2-[(phenylmethyl)oxy]benzoic acid (may be prepared as described in Description 14; 160 mg, 0.63 mmol), 3-pyridinamine (65.4 mg, 0.70 mmol), HOBT (116 mg, 0.76 mmol) and EDC (145 mg, 0.76 mmol) in DMF (10 ml) was stirred at room temperature overnight. Water (30 ml) was added and the mixture was then filtered. The residue was dried to yield the title compound as a white solid. 90 mg. The reactants are BrC=1N(C2=NC=NC(=C2N1)N)CCCC (8-bromo-9-butyl-9H-purin-6-ylamine), NC(=S)N (thiourea). Solvent: C(CCC)O (n-butanol). Yields the product NC1=C2NC(N(C2=NC=N1)CCCC)=S (6-amino-9-butyl-7,9-dihydro-purine-8-thione). The yield is 101.1%. RXN SMILES: Br[C:2]1[N:3]([CH2:12][CH2:13][CH2:14][CH3:15])[C:4]2[C:9]([N:10]=1)=[C:8]([NH2:11])[N:7]=[CH:6][N:5]=2.NC(N)=[S:18]>C(O)CCC>[NH2:11][C:8]1[N:7]=[CH:6][N:5]=[C:4]2[C:9]=1[NH:10][C:2](=[S:18])[N:3]2[CH2:12][CH2:13][CH2:14][CH3:15]. Procedure: A suspension of 8-bromo-9-butyl-9H-purin-6-ylamine (0.50 g, 1.85 mmol) and thiourea (1.49 g, 19.6 mmol) in n-butanol (10 ml) was heated to reflux for 14 h. Dilution with CH2Cl2 (70 ml), washing with water and concentration afforded 6-amino-9-butyl-7,9-dihydro-purine-8-thione as a white powder (0.42 g, 1.87 mmol, 100%). 1H NMR (DMSO-d6) δ 12.35-12.25 (br. s, 1H), 8.13 (s, 1H), 6.92-6.72 (br. s., 2H), 4.09 (t, J=7.6 Hz, 2H), 1.71 (quint., J=7.5 Hz, 2H), 1.29 (sext., J=7.5 Hz, 2H), 0.87 (t, J=7.4 H... Reactants: [N+](=O)([O-])C1=C(C(=O)N2CCOCC2)C=CC(=C1)[N+](=O)[O-] (N-(2,4-dinitrobenzoyl)-morpholine), [H][H] (Hydrogen). The reagents and catalysts are [Pd] (palladium on carbon). Run in CO (methanol). Yields the product NC1=C(C(=O)N2CCOCC2)C=CC(=C1)N (N-(2,4-diaminobenzoyl)morpholine). Yield: 94.5%. As a reaction SMILES: [N+:1]([C:4]1[CH:17]=[C:16]([N+:18]([O-])=O)[CH:15]=[CH:14][C:5]=1[C:6]([N:8]1[CH2:13][CH2:12][O:11][CH2:10][CH2:9]1)=[O:7])([O-])=O.[H][H]>[Pd].CO>[NH2:1][C:4]1[CH:17]=[C:16]([NH2:18])[CH:15]=[CH:14][C:5]=1[C:6]([N:8]1[CH2:9][CH2:10][O:11][CH2:12][CH2:13]1)=[O:7]. Procedure: A two liter autoclave was charged with 130.6 g of N-(2,4-dinitrobenzoyl)-morpholine, 1200 ml methanol and 6.2 g of a 5% palladium on carbon/50% water catalyst. The mixture was hydrogenated at 800 psi while maintaining the temperature between 60°-100° C. Hydrogen uptake ceased after 30 min. The mixture was cooled, filtered and methanol removed at reduced pressure. The residue was crystallized from toluene to yield 97.1 g of N-(2,4-diaminobenzoyl)morpholine, mp 114°-115° C. Reactants: ClC=1C=C(C=CC1OCC1=NC=CC=C1)NC=1C2=C(N=CN1)SC1=C2C=CC(=C1)CC(=O)O ((4-{[3-chloro-4-(pyridin-2-ylmethoxy)phenyl]amino}[1]benzothieno[2,3-d]pyrimidin-7-yl)acetic acid), C=1C=CC2=C(C1)N=NN2O (HOBt), CCN=C=NCCCN(C)C (EDCI), N1CCOCC1 (morpholine). Solvent: C(Cl)Cl (DCM). Reaction conditions: time 5 minute. Product: ClC=1C=C(C=CC1OCC1=NC=CC=C1)NC=1C2=C(N=CN1)SC1=C2C=CC(=C1)CC(=O)N1CCOCC1 (N-[3-chloro-4-(pyridin-2-ylmethoxy)phenyl]-7-(2-morpholin-4-yl-2-oxoethyl)[1]benzothieno[2,3-d]pyrimidin-4-amine). Yield: 51.0%. Reaction SMILES: [Cl:1][C:2]1[CH:3]=[C:4]([NH:16][C:17]2[C:18]3[C:25]4[CH:26]=[CH:27][C:28]([CH2:30][C:31](O)=[O:32])=[CH:29][C:24]=4[S:23][C:19]=3[N:20]=[CH:21][N:22]=2)[CH:5]=[CH:6][C:7]=1[O:8][CH2:9][C:10]1[CH:15]=[CH:14][CH:13]=[CH:12][N:11]=1.C1C=CC2N(O)N=NC=2C=1.CCN=C=NCCCN(C)C.[NH:55]1[CH2:60][CH2:59][O:58][CH2:57][CH2:56]1>C(Cl)Cl>[Cl:1][C:2]1[CH:3]=[C:4]([NH:16][C:17]2[C:18]3[C:25]4[CH:26]=[CH:27][C:28]([CH2:30][C:31]([N:55]5[CH2:60][CH2:59][O:58][CH2:57][CH2:56]5)=[O:32])=[CH:29][C:24]=4[S:23][C:19]=3[N:20]=[CH:21][N:22]=2)[CH:5]=[CH:6][C:7]=1[O:8][CH2:9][C:10]1[CH:15]=[CH:14][CH:13]=[CH:12][N:11]=1. Procedure: To a solution of (4-{[3-chloro-4-(pyridin-2-ylmethoxy)phenyl]amino}[1]benzothieno[2,3-d]pyrimidin-7-yl)acetic acid (50 mg, 0.10 mmol, 1 eq, from example 94) in DCM (2 mL) were added HOBt (14 mg, 0.10 mmol, 1 equiv) and EDCI (24 mg, 0.13 mmol, 1.2 equiv) under nitrogen. After the mixture was stirred at rt for 5 min, morpholine was added. The resulting reaction mixture was stirred at rt for 15 h. The solvent was concentrated in vacuo. Methanol was added to the residue and a white solid was precipi... Procedure details: A solution of (E)-3-cycloheptyl-2-(4-methanesulfonyl-3-trifluoromethyl-phenyl)-acrylic acid methyl ester (387 mg, 0.96 mmol) in ethanol (6 mL) was treated with a 1N aqueous sodium hydroxide solution (2 mL). The solution was heated at 45-50° C. for 15 h, at which time, thin layer chromatography analysis of the mixture indicated the absence of starting material. The reaction mixture was then concentrated in vacuo to remove ethanol, and the residue was diluted with water (20 mL) and extracted with ... The reactants are COC(\C(=C\C1CCCCCC1)\C1=CC(=C(C=C1)S(=O)(=O)C)C(F)(F)F)=O ((E)-3-cycloheptyl-2-(4-methanesulfonyl-3-trifluoromethyl-phenyl)-acrylic acid methyl ester), [OH-].[Na+] (sodium hydroxide). Isolated yield 71.5%. Yields the product C1(CCCCCC1)/C=C(/C(=O)O)\C1=CC(=C(C=C1)S(=O)(=O)C)C(F)(F)F ((E)-3-cycloheptyl-2-(4-(methanesulfonyl)-3-(trifluoromethyl)-phenyl)-acrylic acid). RXN SMILES: C[O:2][C:3](=[O:27])/[C:4](/[C:13]1[CH:18]=[CH:17][C:16]([S:19]([CH3:22])(=[O:21])=[O:20])=[C:15]([C:23]([F:26])([F:25])[F:24])[CH:14]=1)=[CH:5]/[CH:6]1[CH2:12][CH2:11][CH2:10][CH2:9][CH2:8][CH2:7]1.[OH-].[Na+]>C(O)C>[CH:6]1(/[CH:5]=[C:4](\[C:13]2[CH:18]=[CH:17][C:16]([S:19]([CH3:22])(=[O:21])=[O:20])=[C:15]([C:23]([F:26])([F:24])[F:25])[CH:14]=2)/[C:3]([OH:27])=[O:2])[CH2:12][CH2:11][CH2:10][CH2:9][CH2:8][CH2:7]1 |f:1.2|. The solvent is C(C)O (ethanol). Reaction conditions: temperature 47.5 celsius.